This data is from the Open Reaction Database (ORD), a public repository of structured organic reaction records. The task is: describe an organic reaction: reactants, conditions, products, and yield Reactants: OS(=O)(=O)O (H2SO4), CCO (EtOH), C1(=CC=CC=C1)[C@@H](C)N1CC(CC1)CC#N (1-[(R)-1-phenylethyl]-3-(cyanomethyl)pyrrolidine), CCO (EtOH), [OH-].[Na+] (NaOH). Product: C1(=CC=CC=C1)[C@@H](C)N1C[C@H](CC1)CC(=O)OCC (Ethyl (3R)-1-[(R)-1 phenylethyl)pyrrolidine-3-acetate). Isolated yield 73.0%. As a reaction SMILES: OS(O)(=O)=O.[C:6]1([C@H:12]([N:14]2[CH2:18][CH2:17][CH:16]([CH2:19][C:20]#N)[CH2:15]2)[CH3:13])[CH:11]=[CH:10][CH:9]=[CH:8][CH:7]=1.[OH-:22].[Na+].[CH3:24][CH2:25][OH:26]>>[C:6]1([C@H:12]([N:14]2[CH2:18][CH2:17][C@H:16]([CH2:19][C:20]([O:26][CH2:25][CH3:24])=[O:22])[CH2:15]2)[CH3:13])[CH:11]=[CH:10][CH:9]=[CH:8][CH:7]=1 |f:2.3|. Procedure details: To a mixture of EtOH (30 mL) and H2SO4 (15 mL) at 25° C. was added (3R) 1-[(R)-1-phenylethyl]-3-(cyanomethyl)pyrrolidine 3a (7.5 g, 35 mmol) in EtOH (5 mL). The solution was heated at reflux for 7 hours, cooled, and the volume reduced by approximately one-half under reduced pressure. The residue was made basic with NaOH and extracted with EtOAc. The organic layer was dried, concentrated, and the residue distilled (bulb to bulb) to provide 4a (6.7 g, 73%); bp 120°-130° C. (0.1-0.2 mm). Reactants: [Si](C)(C)(C(C)(C)C)OC1=C2C(OCC2=C(C(=C1C[C@H](O)C1=CCCC1)CC)C)=O ((S)-2-(4-t-butyldimethylsilyloxy-1,3-dihydro-6-ethyl-7-methyl-3-oxoisobenzofuran-5-yl)-1-cyclopentenyl-1-hydroxyethane), C(C(C)(C)C)(=O)O (pivalic acid), C(C)(OCC)(OCC)OCC (triethyl orthoacetate), C(C(C)(C)C)(=O)O (pivalic acid). Conditions: temperature 138 celsius, time 2.5 hour. Yields the product [Si](C)(C)(C(C)(C)C)OC1=C2C(OCC2=C(C(=C1C\C=C/1\[C@@H](CCC1)CC(=O)OCC)CC)C)=O (ethyl (S)(E)-2-{2-[2-(4-t-butyldimethylsilyloxy-1,3-dihydro-6-ethyl-7-methyl-3-oxoisobenzofuran-5-yl)ethylidene]cyclopent-1-yl}acetate). Reaction SMILES: [Si:1]([O:8][C:9]1[C:17]([CH2:18][C@@H:19]([C:21]2[CH2:25][CH2:24][CH2:23][CH:22]=2)O)=[C:16]([CH2:26][CH3:27])[C:15]([CH3:28])=[C:14]2[C:10]=1[C:11](=[O:29])[O:12][CH2:13]2)([C:4]([CH3:7])([CH3:6])[CH3:5])([CH3:3])[CH3:2].C(O)(=O)C(C)(C)C.[C:37](OCC)([O:42]CC)([O:39][CH2:40][CH3:41])[CH3:38]>>[Si:1]([O:8][C:9]1[C:17]([CH2:18]/[CH:19]=[C:21]2/[C@H:22]([CH2:38][C:37]([O:39][CH2:40][CH3:41])=[O:42])[CH2:23][CH2:24][CH2:25]/2)=[C:16]([CH2:26][CH3:27])[C:15]([CH3:28])=[C:14]2[C:10]=1[C:11](=[O:29])[O:12][CH2:13]2)([C:4]([CH3:5])([CH3:6])[CH3:7])([CH3:2])[CH3:3]. Procedure: A mixture of (S)-2-(4-t-butyldimethylsilyloxy-1,3-dihydro-6-ethyl-7-methyl-3-oxoisobenzofuran-5-yl)-1-cyclopentenyl-1-hydroxyethane (2.8 g), pivalic acid (0.1 g) and triethyl orthoacetate (125 ml) was heated to 138° C. After 2.5 hours, more pivalic acid (65 mg) was added and the reaction was continued 1 hour more. The reaction mixture was cooled, the excess triethyl orthoacetate removed in vacuo, and the residue chromatographed on silica gel (20% ethyl acetate/hexane) to give ethyl (S)(E)-2-{2-[... Reactants: CN1C[C@@H](C[C@@H]2C=3C=CC=C4NC=C(C[C@@H]12)C34)O (6-methyl-8β-hydroxyergoline), CS(=O)(=O)Cl (methanesulfonyl chloride). Run in N1=CC=CC=C1 (pyridine). Conditions: temperature 80 celsius. Yields the product CN1C[C@@H](C[C@@H]2C=3C=CC=C4NC=C(C[C@@H]12)C34)Cl (6-methyl-8β-chloro-ergoline). As a reaction SMILES: [CH3:1][N:2]1[C@H:16]2[C@@H:6]([C:7]3[CH:8]=[CH:9][CH:10]=[C:11]4[C:17]=3[C:14]([CH2:15]2)=[CH:13][NH:12]4)[CH2:5][C@@H:4](O)[CH2:3]1.CS([Cl:23])(=O)=O>N1C=CC=CC=1>[CH3:1][N:2]1[C@H:16]2[C@@H:6]([C:7]3[CH:8]=[CH:9][CH:10]=[C:11]4[C:17]=3[C:14]([CH2:15]2)=[CH:13][NH:12]4)[CH2:5][C@@H:4]([Cl:23])[CH2:3]1. Procedure details: To a solution of 5 g of 6-methyl-8β-hydroxyergoline in 80 ml of pyridine, 3.2 ml of methanesulfonyl chloride were slowly added at room temperature. The mixture obtained was heated at 80° C. for about 3 hours and then evaporated. The residue was taken up with chloroform and washed with saturated aqueous sodium bicarbonate solution and then water. Evaporation of the organic solvent yielded a residue which was chromatographed over a silica gel column using cyclohexane:acetone 8:2 by volume as eluan... The reactants are C(=O)(OC(C)(C)C)N1[C@H](CCC[C@@H]1C)CCCC(C)C (trans-N-Boc-2-isohexyl-6-methylpiperidine). The solvent is FC(C(=O)O)(F)F (trifloroacetic acid), ClCCl (dichloromethane). Yields the product C(=CCC(C)C)[C@@H]1N[C@H](CCC1)C (trans-2-isohexenyl-6-methylpiperidine). As a reaction SMILES: C([N:8]1[C@@H:13]([CH3:14])[CH2:12][CH2:11][CH2:10][C@@H:9]1[CH2:15][CH2:16][CH2:17][CH:18]([CH3:20])[CH3:19])(OC(C)(C)C)=O>FC(F)(F)C(O)=O.ClCCl>[CH:15]([C@H:9]1[CH2:10][CH2:11][CH2:12][C@H:13]([CH3:14])[NH:8]1)=[CH:16][CH2:17][CH:18]([CH3:20])[CH3:19]. Procedure details: To a stirred solution of trans-N-Boc-2-isohexyl-6-methylpiperidine (1.4 g, 5.50 mmol) in 15% trifloroacetic acid (35 mL) in dichloromethane was stirred for 2 h at room temperature, and the reaction mixture was quenched with 70 mL saturated NaHCO3 solution. The mixture was extracted with ether *5 and the combined extracts were dried over K2CO3 and then concentrated to give trans-2-isohexenyl-6-methylpiperidine as an oil. The crude oil was immediately dissolved in a small amount of ether, and ethe... The reactants are COC1=CC=NC=C1 (4-Methoxypyridine), BrC1=C(C=C(C=C1)OC)SC (1-Bromo-4-methoxy-2-methylthiobenzene), [Mg] (magnesium), II (iodine), C1(=CC=CC=C1)OC(=O)Cl (phenylchloroformate). Solvent: O1CCCC1 (tetrahydrofuran), O1CCCC1 (tetrahydrofuran). Yields the product ethyl acetate petroleum ether, COC1=CC(=NC=C1)C1=C(C=C(C=C1)OC)SC (4-Methoxy-2-(4-methoxy-2-methylthiophenyl)pyridine). As a reaction SMILES: Br[C:2]1[CH:7]=[CH:6][C:5]([O:8][CH3:9])=[CH:4][C:3]=1[S:10][CH3:11].[Mg].II.[CH3:15][O:16][C:17]1[CH:22]=[CH:21][N:20]=[CH:19][CH:18]=1.C1(OC(Cl)=O)C=CC=CC=1>O1CCCC1>[CH3:15][O:16][C:17]1[CH:22]=[CH:21][N:20]=[C:19]([C:2]2[CH:7]=[CH:6][C:5]([O:8][CH3:9])=[CH:4][C:3]=2[S:10][CH3:11])[CH:18]=1. Reported procedure: A Grignard reagent was prepared from the product of step (d) above (12.3 g), magnesium (1.28 g) and iodine (1 crystal) in dry tetrahydrofuran (150 ml). 4-Methoxypyridine (5.76 g) was dissolved in dry tetrahydrofuran (300 ml) and stirred under nitrogen. The solution was cooled to -70°and treated with the above Grignard solution in one portion. After stirring for 10 minutes phenylchloroformate (6.6 ml) was added dropwise. After stirring at -70°for 30 minutes the mixture was allowed to warm up to r... Starting materials: N(C(=O)C)C1=CC=C(C=C1)N1C=C(C(=O)OC)C(C=C1C1=CC2=CC=CC=C2C=C1)=O (methyl 1-(4-acetaminophenyl)-6-(2-naphthyl)-4-oxo-1,4-dihydronicotinate), C(C)(=O)O (acetic acid). Run in C(C)O (ethanol), [OH-].[Na+] (sodium hydroxide), O (water). Yields the product NC1=CC=C(C=C1)N1C=C(C(=O)O)C(C=C1C1=CC2=CC=CC=C2C=C1)=O (1-(4-aminophenyl)-6-(2-naphthyl)-4-oxo-1,4-dihydronicotinic acid). Yield: 88.0%. Reaction SMILES: [NH:1]([C:5]1[CH:10]=[CH:9][C:8]([N:11]2[C:20]([C:21]3[CH:30]=[CH:29][C:28]4[C:23](=[CH:24][CH:25]=[CH:26][CH:27]=4)[CH:22]=3)=[CH:19][C:18](=[O:31])[C:13]([C:14]([O:16]C)=[O:15])=[CH:12]2)=[CH:7][CH:6]=1)C(C)=O.C(O)(=O)C>C(O)C.[OH-].[Na+].O>[NH2:1][C:5]1[CH:10]=[CH:9][C:8]([N:11]2[C:20]([C:21]3[CH:30]=[CH:29][C:28]4[C:23](=[CH:24][CH:25]=[CH:26][CH:27]=4)[CH:22]=3)=[CH:19][C:18](=[O:31])[C:13]([C:14]([OH:16])=[O:15])=[CH:12]2)=[CH:7][CH:6]=1 |f:3.4|. Reported procedure: In a mixed solvent of 10 ml of ethanol and 10 ml of a 10% by weight aqueous sodium hydroxide solution was dissolved 0.5 g of methyl 1-(4-acetaminophenyl)-6-(2-naphthyl)-4-oxo-1,4-dihydronicotinate, and the solution was refluxed for 3 hours. After completion of the reaction, the reaction mixture was cooled to room temperature, and diluted with 20 ml of water. This solution was then adjusted to a pH of 5.5 with acetic acid, and the precipitated crystals were collected by filtration, washed with wa... Starting materials: BrCCCCCCBr, CC(C)=O, [K+], [K+], O=C([O-])[O-], CCOC(=O)c1ccc(O)cc1. Product: CCOC(=O)c1ccc(OCCCCCCBr)cc1. As a reaction SMILES: [Br:13][CH2:14][CH2:15][CH2:16][CH2:17][CH2:18][CH2:19][Br:20].[CH3:27][C:28](=[O:29])[CH3:30].[K+:21].[K+:22].[O-:23][C:24]([O-:25])=[O:26].[OH:1][c:2]1[cH:3][cH:4][c:5]([C:6](=[O:7])[O:8][CH2:9][CH3:10])[cH:11][cH:12]1>>[O:1]([c:2]1[cH:3][cH:4][c:5]([C:6](=[O:7])[O:8][CH2:9][CH3:10])[cH:11][cH:12]1)[CH2:19][CH2:18][CH2:17][CH2:16][CH2:15][CH2:14][Br:13]. Starting materials: OC1=CC=C(C=O)C=C1 (4-hydroxybenzaldehyde), N1C(=O)NC(=O)C1 (hydantoin), N1CCCCC1 (piperidine), Cl (HCl). Solvent: O (water). Reaction conditions: temperature 130 celsius. Yields the product OC1=CC=C(C=C2C(NC(N2)=O)=O)C=C1 (5-(4-hydroxybenzal)hydantoin). Yield: 87.9%. As a reaction SMILES: [OH:1][C:2]1[CH:9]=[CH:8][C:5]([CH:6]=O)=[CH:4][CH:3]=1.[NH:10]1[CH2:16][C:14](=[O:15])[NH:13][C:11]1=[O:12].N1CCCCC1.Cl>O>[OH:1][C:2]1[CH:9]=[CH:8][C:5]([CH:6]=[C:16]2[NH:10][C:11](=[O:12])[NH:13][C:14]2=[O:15])=[CH:4][CH:3]=1. Procedure details: A mixture of 4-hydroxybenzaldehyde (100 g, 0.819 M), hydantoin (90 g, 0.9 M) and piperidine (165 ml) was heated to 130° C. for 1 h. The progress of the reaction was monitored by TLC. After completion of the reaction, the reaction mixture was cooled to 60° C. and 3.21 water was added. The reaction mixture was acidified with 12N HCl. The precipitated solid was filtered and washed with cold water to yield the title compound of the formula (18) (147 g, 88%), (Org. Syn. Vol. V., pp627). Run in CS(=O)C (DMSO), CO (methanol). Product: CN(C(=O)CN(S(=O)(=O)C1=CC=C(C=C1)C)C1=CC=C(C=C1)N\C(\C1=CC=CC=C1)=C\1/C(NC2=CC=CC=C12)=O)C ((Z)-3-{1-[4-(N-dimethylaminocarbonylmethyl-N-(p-tolylsulphonyl)-amino)-phenylamino]-1-phenyl-methylidene}-2-indolinone). The reactants are C(C)(=O)N1C(\C(\C2=CC=CC=C12)=C(\C1=CC=CC=C1)/NC1=CC=C(C=C1)NS(=O)(=O)C1=CC=C(C=C1)C)=O ((Z)-1-acetyl-3-{1-[4-(p-tolylsulphonylamino)-phenylamino]-1-phenyl-methylidene}-2-indolinone), CN(C(CBr)=O)C (bromoacetic acid-N,N-dimethylamide), CC(C)([O-])C.[K+] (potassium tert.butoxide), [OH-].[Na+] (sodium hydroxide). Procedure: Prepared analogously to Examples 1 and 187 from (Z)-1-acetyl-3-{1-[4-(p-tolylsulphonylamino)-phenylamino]-1-phenyl-methylidene}-2-indolinone, bromoacetic acid-N,N-dimethylamide and potassium tert.butoxide in DMSO and subsequent treatment with sodium hydroxide solution in methanol. Reaction SMILES: C([N:4]1[C:12]2[C:7](=[CH:8][CH:9]=[CH:10][CH:11]=2)/[C:6](=[C:13](/[NH:20][C:21]2[CH:26]=[CH:25][C:24]([NH:27][S:28]([C:31]3[CH:36]=[CH:35][C:34]([CH3:37])=[CH:33][CH:32]=3)(=[O:30])=[O:29])=[CH:23][CH:22]=2)\[C:14]2[CH:19]=[CH:18][CH:17]=[CH:16][CH:15]=2)/[C:5]1=[O:38])(=O)C.[CH3:39][N:40]([CH3:45])[C:41](=[O:44])[CH2:42]Br.CC(C)([O-])C.[K+].[OH-].[Na+]>CS(C)=O.CO>[CH3:39][N:40]([CH3:45])[C:41]([CH2:42][N:27]([C:24]1[CH:23]=[CH:22][C:21]([NH:20]/[C:13](=[C:6]2\[C:5](=[O:38])[NH:4][C:12]3[C:7]\2=[CH:8][CH:9]=[CH:10][CH:11]=3)/[C:14]2[CH:15]=[CH:16][CH:17]=[CH:18][CH:19]=2)=[CH:26][CH:25]=1)[S:28]([C:31]1[CH:32]=[CH:33][C:34]([CH3:37])=[CH:35][CH:36]=1)(=[O:29])=[O:30])=[O:44] |f:2.3,4.5|. The reactants are CON(C)C(=O)c1cn(-c2cccc(-c3ccccc3OC(F)(F)F)c2)cn1, c1ccoc1. Product: O=C(c1cn(-c2cccc(-c3ccccc3OC(F)(F)F)c2)cn1)c1ccco1. Reaction SMILES: [CH3:1][O:2][N:3]([C:4](=[O:5])[c:6]1[n:7][cH:8][n:9](-[c:11]2[cH:12][c:13](-[c:17]3[c:18]([O:23][C:24]([F:25])([F:26])[F:27])[cH:19][cH:20][cH:21][cH:22]3)[cH:14][cH:15][cH:16]2)[cH:10]1)[CH3:28].[o:29]1[cH:30][cH:31][cH:32][cH:33]1>>[C:4](=[O:5])([c:6]1[n:7][cH:8][n:9](-[c:11]2[cH:12][c:13](-[c:17]3[c:18]([O:23][C:24]([F:25])([F:26])[F:27])[cH:19][cH:20][cH:21][cH:22]3)[cH:14][cH:15][cH:16]2)[cH:10]1)[c:30]1[o:29][cH:33][cH:32][cH:31]1.